From a dataset of the Open Reaction Database (ORD), a public repository of structured organic reaction records. describe an organic reaction: reactants, conditions, products, and yield Starting materials: COc1cc(OC)c(-c2nc3ncccn3c2Nc2c(Cl)cccc2Cl)c(C(=O)NNC(=O)OC(C)(C)C)c1, Cl, C1COCCO1. Product: COc1cc(OC)c(-c2nc3ncccn3c2Nc2c(Cl)cccc2Cl)c(C(=O)NN)c1. Reaction SMILES: [Cl:1][c:2]1[c:3]([NH:9][c:10]2[c:11](-[c:19]3[c:20]([C:21](=[O:22])[NH:23][NH:24][C:25]([O:26][C:27]([CH3:28])([CH3:29])[CH3:30])=[O:31])[cH:32][c:33]([O:38][CH3:39])[cH:34][c:35]3[O:36][CH3:37])[n:12][c:13]3[n:14]2[cH:15][cH:16][cH:17][n:18]3)[c:4]([Cl:8])[cH:5][cH:6][cH:7]1.[ClH:40].[O:41]1[CH2:42][CH2:43][O:44][CH2:45][CH2:46]1>>[Cl:1][c:2]1[c:3]([NH:9][c:10]2[c:11](-[c:19]3[c:20]([C:21](=[O:22])[NH:23][NH2:24])[cH:32][c:33]([O:38][CH3:39])[cH:34][c:35]3[O:36][CH3:37])[n:12][c:13]3[n:14]2[cH:15][cH:16][cH:17][n:18]3)[c:4]([Cl:8])[cH:5][cH:6][cH:7]1. The reactants are BrC1=C(C=C2C(C(=CN(C2=C1C)C1CC1)C(=O)OCC)=O)F (ethyl 7-bromo-1-cyclopropyl-6-fluoro-8-methyl-1,4-dihydro-4-oxoquinoline-3-carboxylate), C1(=CC=C(C=C1)S(=O)(=O)N1CC2=CC=C(C=C2C1)[Sn](CCCC)(CCCC)CCCC)C (2-(p-toluenesulfonyl)-5-tributylstannylisoindoline). The reagents and catalysts are C=1C=CC(=CC1)[P](C=2C=CC=CC2)(C=3C=CC=CC3)[Pd]([P](C=4C=CC=CC4)(C=5C=CC=CC5)C=6C=CC=CC6)([P](C=7C=CC=CC7)(C=8C=CC=CC8)C=9C=CC=CC9)[P](C=1C=CC=CC1)(C=1C=CC=CC1)C=1C=CC=CC1 (tetrakis(triphenylphosphine)palladium). Solvent: C1(=CC=CC=C1)C (toluene). Yields the product C1(CC1)N1C=C(C(C2=CC(=C(C(=C12)C)C=1C=C2CN(CC2=CC1)S(=O)(=O)C1=CC=C(C=C1)C)F)=O)C(=O)OCC (ethyl 1-cyclopropyl-6-fluoro-8-methyl-7-[2-(p-toluenesulfonyl)isoindolin-5-yl]-1,4-dihydro-4-oxoquinoline-3-carboxylate). Reaction SMILES: Br[C:2]1[C:11]([CH3:12])=[C:10]2[C:5]([C:6](=[O:21])[C:7]([C:16]([O:18][CH2:19][CH3:20])=[O:17])=[CH:8][N:9]2[CH:13]2[CH2:15][CH2:14]2)=[CH:4][C:3]=1[F:22].[C:23]1([CH3:54])[CH:28]=[CH:27][C:26]([S:29]([N:32]2[CH2:40][C:39]3[C:34](=[CH:35][CH:36]=[C:37]([Sn](CCCC)(CCCC)CCCC)[CH:38]=3)[CH2:33]2)(=[O:31])=[O:30])=[CH:25][CH:24]=1>C1(C)C=CC=CC=1.C1C=CC([P]([Pd]([P](C2C=CC=CC=2)(C2C=CC=CC=2)C2C=CC=CC=2)([P](C2C=CC=CC=2)(C2C=CC=CC=2)C2C=CC=CC=2)[P](C2C=CC=CC=2)(C2C=CC=CC=2)C2C=CC=CC=2)(C2C=CC=CC=2)C2C=CC=CC=2)=CC=1>[CH:13]1([N:9]2[C:10]3[C:5](=[CH:4][C:3]([F:22])=[C:2]([C:36]4[CH:35]=[C:34]5[C:39](=[CH:38][CH:37]=4)[CH2:40][N:32]([S:29]([C:26]4[CH:27]=[CH:28][C:23]([CH3:54])=[CH:24][CH:25]=4)(=[O:31])=[O:30])[CH2:33]5)[C:11]=3[CH3:12])[C:6](=[O:21])[C:7]([C:16]([O:18][CH2:19][CH3:20])=[O:17])=[CH:8]2)[CH2:15][CH2:14]1 |^1:65,67,86,105|. Reported procedure: In 1 ml of toluene was suspended 47 mg of ethyl 7-bromo-1-cyclopropyl-6-fluoro-8-methyl-1,4-dihydro-4-oxoquinoline-3-carboxylate, and to this suspension were added 74 mg of 2-(p-toluenesulfonyl)-5-tributylstannylisoindoline and 1.5 mg of tetrakis(triphenylphosphine)palladium (0), after which the resulting mixture was heated under reflux for 18 hours under a nitrogen atmosphere. The reaction mixture was concentrated under reduced pressure, and the residue obtained was purified by a column chromat... The reactants are [BH4-].[Na+] (sodium borohydride), 16.5, BrC1=C(C=CC(=C1)Br)C(C(=O)OC)CCCC (methyl 2,4-dibromo-α-butylbenzeneacetate), O.O.[I-].[Li+] (lithium iodide dihydrate), Cl (hydrochloric acid). Solvent: C(C)#N (acetonitrile). Reaction conditions: time 8 hour. The product is 15, BrC1=C(C=CC(=C1)Br)C(CO)CCCC (2,4-dibromo-β-butylbenzeneethanol). Isolated yield 100.0%. As a reaction SMILES: [Br:1][C:2]1[CH:7]=[C:6]([Br:8])[CH:5]=[CH:4][C:3]=1[CH:9]([CH2:14][CH2:15][CH2:16][CH3:17])[C:10](OC)=[O:11].O.O.[I-].[Li+].[BH4-].[Na+].Cl>C(#N)C>[Br:1][C:2]1[CH:7]=[C:6]([Br:8])[CH:5]=[CH:4][C:3]=1[CH:9]([CH2:14][CH2:15][CH2:16][CH3:17])[CH2:10][OH:11] |f:1.2.3.4,5.6|. Procedure details: A mixture of 16.5 parts of methyl 2,4-dibromo-α-butylbenzeneacetate, 11.5 parts of lithium iodide dihydrate and 180 parts of acetonitrile is stirred till all solid enters solution. Then there are added portionwise 3.6 parts of sodium borohydride. Upon completion, the whole is heated to reflux and stirring is continued overnight at reflux temperature. After cooling, the reaction mixture is acidified with a diluted hydrochloric acid solution and poured onto water. The product is extracted with 2,2... Starting materials: S1C(=CC=C1)C(=O)NC=1C=CC=C2C=C(NC12)C(=O)O (7-[(2-thienylcarbonyl)amino]-1H-indole-2-carboxylic acid), CN(C=O)C (N,N-dimethylformamide), Cl.CN(CCCN=C=NCC)C (N-[3-(dimethylamino)propyl]-N′-ethylcarbodiimide hydrochloride). The solvent is C(C)(=O)OCC (ethyl acetate). Reaction conditions: time 18 hour. Yields the product S1C(=CC=C1)C(=O)NC=1C=CC=C2C=C(NC12)C(=O)N (7-[(2-Thienylcarbonyl)amino]-1H-indole-2-carboxamide). Isolated yield 98.0%. As a reaction SMILES: [S:1]1[CH:5]=[CH:4][CH:3]=[C:2]1[C:6]([NH:8][C:9]1[CH:10]=[CH:11][CH:12]=[C:13]2[C:17]=1[NH:16][C:15]([C:18]([OH:20])=O)=[CH:14]2)=[O:7].C[N:22](C)C=O.Cl.CN(C)CCCN=C=NCC>C(OCC)(=O)C>[S:1]1[CH:5]=[CH:4][CH:3]=[C:2]1[C:6]([NH:8][C:9]1[CH:10]=[CH:11][CH:12]=[C:13]2[C:17]=1[NH:16][C:15]([C:18]([NH2:22])=[O:20])=[CH:14]2)=[O:7] |f:2.3|. Procedure details: To a mixture of 7-[(2-thienylcarbonyl)amino]-1H-indole-2-carboxylic acid (100 mg), 1H-1,2,3-benzotriazol-1-ol-ammonia complex (63 mg) and N,N-dimethylformamide (5 mL) was added N-[3-(dimethylamino)propyl]-N′-ethylcarbodiimide hydrochloride (80 mg) at 4° C., and the mixture was stirred at room temperature for 18 hr. The reaction mixture was diluted with ethyl acetate, washed with aqueous sodium hydrogencarbonate solution, water and saturated brine, dried over anhydrous magnesium sulfate, and conc... Reactants: N1CCCCC1 (piperdine), Cl.C(C1=CC=CC=C1)N(C)CCCl (N-Benzyl-N-methyl-2-chloroethylamine Hydrochloride), C(=O)(O)[O-].[Na+] (NaHCO3). Solvent: CCO (EtOH). The product is C(C1=CC=CC=C1)N(C)CCN1CCCCC1 (2-(N-Benzyl-N-methylamino)-1-(N-piperidinyl)ethane). The yield is 58.5%. Reaction SMILES: [NH:1]1[CH2:6][CH2:5][CH2:4][CH2:3][CH2:2]1.Cl.[CH2:8]([N:15]([CH2:17][CH2:18]Cl)[CH3:16])[C:9]1[CH:14]=[CH:13][CH:12]=[CH:11][CH:10]=1.C([O-])(O)=O.[Na+]>CCO>[CH2:8]([N:15]([CH2:17][CH2:18][N:1]1[CH2:6][CH2:5][CH2:4][CH2:3][CH2:2]1)[CH3:16])[C:9]1[CH:14]=[CH:13][CH:12]=[CH:11][CH:10]=1 |f:1.2,3.4|. Reported procedure: A solution of piperdine (1.16 g, 13.6 mmol), the title compound of Step 10 (3.0 g, 13.6 mmol) and NaHCO3 (3.94 g, 46.9 mmol) in EtOH (24 mL) was refluxed overnight in a modification of the procedure of Bach, et al. [J. Am. Chem. Soc. 79, 2221-2225 (1957)]. After filtration, the filtrate was concentrated to a yellow murky oil. The oil was dissolved into a 1.0M KOH solution (10 mL) and was extracted with EtOAc (3×5 mL). The organic layer was washed with a 5% NaHCO3, solution (5 mL), H2O (5 mL), an...